This data is from the Open Reaction Database (ORD), a public repository of structured organic reaction records. The task is: describe an organic reaction: reactants, conditions, products, and yield Reactants: COC(C1=CC=C(C=C1)OC[C@H]1OCCC1)=O (4-[(S)-1-(tetrahydrofuran-2-yl)methoxy]benzoic acid methyl ester), [OH-].[Na+] (sodium hydroxide). Run in CO (MeOH). Conditions: time 12 hour. Yields the product O1[C@@H](CCC1)COC1=CC=C(C(=O)O)C=C1 (4-[(S)-1-(Tetrahydrofuran-2-yl)methoxy]benzoic Acid). As a reaction SMILES: C[O:2][C:3](=[O:17])[C:4]1[CH:9]=[CH:8][C:7]([O:10][CH2:11][C@@H:12]2[CH2:16][CH2:15][CH2:14][O:13]2)=[CH:6][CH:5]=1.[OH-].[Na+]>CO>[O:13]1[CH2:14][CH2:15][CH2:16][C@H:12]1[CH2:11][O:10][C:7]1[CH:8]=[CH:9][C:4]([C:3]([OH:17])=[O:2])=[CH:5][CH:6]=1 |f:1.2|. Reported procedure: A mixture of 4-[(S)-1-(tetrahydrofuran-2-yl)methoxy]benzoic acid methyl ester (9.8 g), sodium hydroxide solution (2 N; 80 ml) and MeOH (300 ml) was stirred for 12 hours. Organic volatile fractions were removed on a rotary evaporator. The remaining aqueous phase was extracted with methyl tert-butyl ether (MTBE) and then acidified with concentrated hydrochloric acid. The resulting precipitate was filtered off and dried. The product was thus obtained with the molecular weight of 222.24 (C12H14O4); ... Reactants: NC(CNC(=O)C=1N=C(N(C1)C1=C(C=C(C=C1)C1=CC(=CC=C1)S(=O)(=O)C)Cl)C1=C(C=CC=C1Cl)Cl)(C)C (1-(3-Chloro-3′-methanesulfonyl-biphenyl-4-yl)-2-(2,6-dichloro-phenyl)-1H-imidazole-4-carboxylic acid (2-amino-2-methyl-propyl)-amide), O=P(Cl)(Cl)Cl (POCl3), O1CCOCC1 (1,4-dioxane), [OH-].[Na+] (NaOH). The solvent is CCOC(=O)C (EtOAc), O (H2O). Product: ClC=1C=C(C=CC1N1C(=NC(=C1)C=1NC(CN1)(C)C)C1=C(C=CC=C1Cl)Cl)C1=CC(=CC=C1)S(=O)(=O)C (1′-(3-Chloro-3′-methanesulfonyl-biphenyl-4-yl)-2′-(2,6-dichloro-phenyl)-5,5-dim ethyl-4,5-dihydro-1H,1′H-[2,4′]biimidazolyl). The yield is 50.2%. As a reaction SMILES: [NH2:1][C:2]([CH3:38])([CH3:37])[CH2:3][NH:4][C:5]([C:7]1[N:8]=[C:9]([C:29]2[C:34]([Cl:35])=[CH:33][CH:32]=[CH:31][C:30]=2[Cl:36])[N:10]([C:12]2[CH:17]=[CH:16][C:15]([C:18]3[CH:23]=[CH:22][CH:21]=[C:20]([S:24]([CH3:27])(=[O:26])=[O:25])[CH:19]=3)=[CH:14][C:13]=2[Cl:28])[CH:11]=1)=O.O=P(Cl)(Cl)Cl.O1CCOCC1.[OH-].[Na+]>CCOC(C)=O.O>[Cl:28][C:13]1[CH:14]=[C:15]([C:18]2[CH:23]=[CH:22][CH:21]=[C:20]([S:24]([CH3:27])(=[O:26])=[O:25])[CH:19]=2)[CH:16]=[CH:17][C:12]=1[N:10]1[CH:11]=[C:7]([C:5]2[NH:1][C:2]([CH3:38])([CH3:37])[CH2:3][N:4]=2)[N:8]=[C:9]1[C:29]1[C:34]([Cl:35])=[CH:33][CH:32]=[CH:31][C:30]=1[Cl:36] |f:3.4|. Reported procedure: To a N2 purged 100 mL round bottom flask attached with condenser was added 1-(3-Chloro-3′-methanesulfonyl-biphenyl-4-yl)-2-(2,6-dichloro-phenyl)-1H-imidazole-4-carboxylic acid (2-amino-2-methyl-propyl)-amide (590 mg, 1.00 mmol), POCl3 (0.91 mL, 10 mmol) and anhydrous 1,4-dioxane (35 mL). The reaction solution was heated at reflux for 2 hrs. The cooled reaction mixture was added H2O (50 mL) and the mixture as poured to a separatory funnel. To the mixture was added EtOAc (150 mL) and 1N aq. NaOH t... Reactants: CNC (dimethylamine), ClS(=O)(=O)C=1C=C(C2=C(OCCO2)C1)C(=O)O (7-chlorosulfonyl-1,4-benzodioxane-5-carboxylic acid). Solvent: CC(=O)C (acetone), CC(=O)C (acetone). Conditions: temperature 0 celsius. Product: CN(S(=O)(=O)C=1C=C(C2=C(OCCO2)C1)C(=O)O)C (7-dimethylsulfamoyl-1,4-benzodioxane-5-carboxylic acid). The yield is 89.3%. Reaction SMILES: [CH3:1][NH:2][CH3:3].Cl[S:5]([C:8]1[CH:9]=[C:10]([C:18]([OH:20])=[O:19])[C:11]2[O:16][CH2:15][CH2:14][O:13][C:12]=2[CH:17]=1)(=[O:7])=[O:6]>CC(C)=O>[CH3:1][N:2]([CH3:3])[S:5]([C:8]1[CH:9]=[C:10]([C:18]([OH:20])=[O:19])[C:11]2[O:16][CH2:15][CH2:14][O:13][C:12]=2[CH:17]=1)(=[O:7])=[O:6]. Procedure details: 500 cm3 of acetone and a solution of 99 g of dimethylamine in 250 cm3 of acetone were introduced into a balloon flask provided with an agitator and a thermometer. The mixture was cooled to 0° C. and then 139 g of 7-chlorosulfonyl-1,4-benzodioxane-5-carboxylic acid were introduced. The mixture was agitated at ambient temperature, the acetone distilled off and the residue dissolved in 1 liter of water. The solution was rendered alkaline, filtered and treated with 70 cm3 of hydrochloric acid. The p...